Dataset: the Open Reaction Database (ORD), a public repository of structured organic reaction records. Task: describe an organic reaction: reactants, conditions, products, and yield Starting materials: OC1CN(CCC1C1=CC(=CC=C1)C(=O)OC)C(=O)OC(C)(C)C (tert-butyl (3RS,4RS)-3-hydroxy-4-(3-methoxycarbonyl-phenyl)-piperidine-1-carboxylate), C(C1=CC=CC=C1)OC1=CC(=CC2=CC=CC=C12)CCl (1-benzyloxy-3-chloromethyinaphthalene). Yields the product C(C1=CC=CC=C1)OC1=CC(=CC2=CC=CC=C12)COC1CN(CCC1C1=CC(=CC=C1)C(=O)OC)C(=O)OC(C)(C)C (tert-butyl (3RS,4RS)-3-(4-benzyloxy-naphthalen-2-ylmethoxy)-4-(3-methoxycarbonyl-phenyl)-piperidine-1-carboxylate). As a reaction SMILES: [OH:1][CH:2]1[CH:7]([C:8]2[CH:13]=[CH:12][CH:11]=[C:10]([C:14]([O:16][CH3:17])=[O:15])[CH:9]=2)[CH2:6][CH2:5][N:4]([C:18]([O:20][C:21]([CH3:24])([CH3:23])[CH3:22])=[O:19])[CH2:3]1.[CH2:25]([O:32][C:33]1[C:42]2[C:37](=[CH:38][CH:39]=[CH:40][CH:41]=2)[CH:36]=[C:35]([CH2:43]Cl)[CH:34]=1)[C:26]1[CH:31]=[CH:30][CH:29]=[CH:28][CH:27]=1>>[CH2:25]([O:32][C:33]1[C:42]2[C:37](=[CH:38][CH:39]=[CH:40][CH:41]=2)[CH:36]=[C:35]([CH2:43][O:1][CH:2]2[CH:7]([C:8]3[CH:13]=[CH:12][CH:11]=[C:10]([C:14]([O:16][CH3:17])=[O:15])[CH:9]=3)[CH2:6][CH2:5][N:4]([C:18]([O:20][C:21]([CH3:24])([CH3:23])[CH3:22])=[O:19])[CH2:3]2)[CH:34]=1)[C:26]1[CH:27]=[CH:28][CH:29]=[CH:30][CH:31]=1. Reported procedure: In an analogous manner to that described in Example 22(i), by alkylating tert-butyl (3RS,4RS)-3-hydroxy-4-(3-methoxycarbonyl-phenyl)-piperidine-1-carboxylate with 1-benzyloxy-3-chloromethyinaphthalene there was obtained tert-butyl (3RS,4RS)-3-(4-benzyloxy-naphthalen-2-ylmethoxy)-4-(3-methoxycarbonyl-phenyl)-piperidine-1-carboxylate as a pale yellow amorphous powder; MS: 582 (M+H)+. Starting materials: CC1(C)OB(c2cccnc2)OC1(C)C, COCCOC, CCOC(C)=O, O=S(=O)(OC1=CCN(c2ccc3nnc(C(F)(F)F)n3n2)CC1)C(F)(F)F, [Na+], [Na+], O=C([O-])[O-], O, c1ccc(P(c2ccccc2)(c2ccccc2)[Pd](P(c2ccccc2)(c2ccccc2)c2ccccc2)(P(c2ccccc2)(c2ccccc2)c2ccccc2)P(c2ccccc2)(c2ccccc2)c2ccccc2)cc1. Product: FC(F)(F)c1nnc2ccc(N3CC=C(c4cccnc4)CC3)nn12. Reaction SMILES: [CH3:34][C:35]1([CH3:36])[C:37]([CH3:38])([CH3:39])[O:40][B:41]([c:42]2[cH:43][n:44][cH:45][cH:46][cH:47]2)[O:48]1.[CH3:49][O:50][CH2:51][CH2:52][O:53][CH3:54].[CH3:56][CH2:57][O:58][C:59]([CH3:60])=[O:61].[F:7][C:8]([F:9])([F:10])[S:11]([O:12][C:13]1=[CH:18][CH2:17][N:16]([c:19]2[cH:20][cH:21][c:22]3[n:23]([n:24]2)[c:25]([C:28]([F:29])([F:30])[F:31])[n:26][n:27]3)[CH2:15][CH2:14]1)(=[O:32])=[O:33].[Na+:1].[Na+:2].[O-:3][C:4](=[O:5])[O-:6].[OH2:55].[cH:62]1[cH:63][cH:64][c:65]([P:66]([Pd:67]([P:68]([c:69]2[cH:70][cH:71][cH:72][cH:73][cH:74]2)([c:75]2[cH:76][cH:77][cH:78][cH:79][cH:80]2)[c:81]2[cH:82][cH:83][cH:84][cH:85][cH:86]2)([P:87]([c:88]2[cH:89][cH:90][cH:91][cH:92][cH:93]2)([c:94]2[cH:95][cH:96][cH:97][cH:98][cH:99]2)[c:100]2[cH:101][cH:102][cH:103][cH:104][cH:105]2)[P:106]([c:107]2[cH:108][cH:109][cH:110][cH:111][cH:112]2)([c:113]2[cH:114][cH:115][cH:116][cH:117][cH:118]2)[c:119]2[cH:120][cH:121][cH:122][cH:123][cH:124]2)([c:125]2[cH:126][cH:127][cH:128][cH:129][cH:130]2)[c:131]2[cH:132][cH:133][cH:134][cH:135][cH:136]2)[cH:137][cH:138]1>>[C:13]1([c:42]2[cH:43][n:44][cH:45][cH:46][cH:47]2)=[CH:18][CH2:17][N:16]([c:19]2[cH:20][cH:21][c:22]3[n:23]([n:24]2)[c:25]([C:28]([F:29])([F:30])[F:31])[n:26][n:27]3)[CH2:15][CH2:14]1. Reactants: COC(=O)C12CN(CC2C(CCC1C1=CC=CC=C1)=O)CC1=CC=CC=C1 (methyl(3aRS,4SR,7aRS)-2-benzyl-7-oxo-4-phenyloctahydroisoindole-3a-carboxylate), BrC=1C=C(C(=CC1)C)C (4-bromo-ortho-xylene), [Mg] (magnesium), [Cl-].[NH4+] (ammonium chloride). The solvent is C(C)OCC (diethyl ether), C(C)OCC (diethyl ether), O1CCCC1 (tetrahydrofuran). Run at temperature -7 celsius, time 4 hour. Yields the product COC(=O)C12CN(CC2C(CCC1C1=CC=CC=C1)(C1=CC(=C(C=C1)C)C)O)CC1=CC=CC=C1 (methyl(3aRS,4SR,7RS,7aRS)-2-benzyl-7-hydroxy-7-(3,4-dimethylphenyl)-4-phenyl-octahydroisoindole-3a-carboxylate). Reaction SMILES: Br[C:2]1[CH:3]=[C:4]([CH3:9])[C:5]([CH3:8])=[CH:6][CH:7]=1.[Mg].[CH3:11][O:12][C:13]([C:15]12[CH:23]([C:24]3[CH:29]=[CH:28][CH:27]=[CH:26][CH:25]=3)[CH2:22][CH2:21][C:20](=[O:30])[CH:19]1[CH2:18][N:17]([CH2:31][C:32]1[CH:37]=[CH:36][CH:35]=[CH:34][CH:33]=1)[CH2:16]2)=[O:14].[Cl-].[NH4+]>C(OCC)C.O1CCCC1>[CH3:11][O:12][C:13]([C:15]12[CH:23]([C:24]3[CH:25]=[CH:26][CH:27]=[CH:28][CH:29]=3)[CH2:22][CH2:21][C:20]([OH:30])([C:2]3[CH:7]=[CH:6][C:5]([CH3:8])=[C:4]([CH3:9])[CH:3]=3)[CH:19]1[CH2:18][N:17]([CH2:31][C:32]1[CH:37]=[CH:36][CH:35]=[CH:34][CH:33]=1)[CH2:16]2)=[O:14] |f:3.4|. Procedure details: 2.3 cm3 of 4-bromo-ortho-xylene and 0.42 g of magnesium turnings in a mixture of 20 cm3 of diethyl ether and 20 cm3 of tetrahydrofuran were heated at reflux for one hour. After cooling to a temperature in the region of -7° C., a solution of 3.11 g of methyl(3aRS,4SR,7aRS)-2-benzyl-7-oxo-4-phenyloctahydroisoindole-3a-carboxylate in 20 cm3 of diethyl ether was added over 25 minutes. The reaction mixture was stirred for four hours at a temperature in the region of 25° C. and then hydrolysed by 50 c...